Dataset: the Open Reaction Database (ORD), a public repository of structured organic reaction records. Task: describe an organic reaction: reactants, conditions, products, and yield Starting materials: O=C([O-])[O-], C1COCCO1, [Cs+], [Cs+], CN1C(=O)C2(CC(c3ccccc3)Oc3ccc(Br)cc32)N=C1N, Cl[Pd]Cl, c1ccc(P(c2ccccc2)c2ccccc2)cc1, c1ccc(P(c2ccccc2)c2ccccc2)cc1, OB(O)c1ccncc1. Product: CN1C(=O)C2(CC(c3ccccc3)Oc3ccc(-c4ccncc4)cc32)N=C1N. Reaction SMILES: [C:40](=[O:41])([O-:42])[O-:43].[CH2:34]1[O:35][CH2:36][CH2:37][O:38][CH2:39]1.[Cs+:44].[Cs+:45].[NH2:1][C:2]1=[N:22][C:5]2([C:4](=[O:23])[N:3]1[CH3:24])[CH2:6][CH:7]([c:16]1[cH:17][cH:18][cH:19][cH:20][cH:21]1)[O:8][c:9]1[cH:10][cH:11][c:12]([Br:15])[cH:13][c:14]12.[Pd:46]([Cl:47])[Cl:48].[c:49]1([P:50]([c:51]2[cH:52][cH:53][cH:54][cH:55][cH:56]2)[c:57]2[cH:58][cH:59][cH:60][cH:61][cH:62]2)[cH:63][cH:64][cH:65][cH:66][cH:67]1.[c:68]1([P:69]([c:70]2[cH:71][cH:72][cH:73][cH:74][cH:75]2)[c:76]2[cH:77][cH:78][cH:79][cH:80][cH:81]2)[cH:82][cH:83][cH:84][cH:85][cH:86]1.[n:25]1[cH:26][cH:27][c:28]([B:31]([OH:32])[OH:33])[cH:29][cH:30]1>>[NH2:1][C:2]1=[N:22][C:5]2([C:4](=[O:23])[N:3]1[CH3:24])[CH2:6][CH:7]([c:16]1[cH:17][cH:18][cH:19][cH:20][cH:21]1)[O:8][c:9]1[cH:10][cH:11][c:12](-[c:28]3[cH:27][cH:26][n:25][cH:30][cH:29]3)[cH:13][c:14]12. Starting materials: C[C@H]1CNS(C1)(=O)=O ((S)-4-methylisothiazolidine 1,1-dioxide), BrC1=CC(=C(C=C1)C(=O)N1CCN(CC1)C1=C(C=C(C=C1)C)C)F ((4-bromo-2-fluorophenyl)[4-(2,4-dimethylphenyl)piperazin-1-yl]methanone). Yields the product CC1=C(C=CC(=C1)C)N1CCN(CC1)C(=O)C1=C(C=C(C=C1)N1S(C[C@H](C1)C)(=O)=O)F ((S)-[4-(2,4-dimethylphenyl)piperazin-1-yl][2-fluoro-4-(4-methyl-1,1-dioxo-1λ6-isothiazolidin-2-yl)phenyl]methanone). The yield is 27.8%. As a reaction SMILES: [CH3:1][C@@H:2]1[CH2:6][S:5](=[O:8])(=[O:7])[NH:4][CH2:3]1.Br[C:10]1[CH:15]=[CH:14][C:13]([C:16]([N:18]2[CH2:23][CH2:22][N:21]([C:24]3[CH:29]=[CH:28][C:27]([CH3:30])=[CH:26][C:25]=3[CH3:31])[CH2:20][CH2:19]2)=[O:17])=[C:12]([F:32])[CH:11]=1>>[CH3:31][C:25]1[CH:26]=[C:27]([CH3:30])[CH:28]=[CH:29][C:24]=1[N:21]1[CH2:20][CH2:19][N:18]([C:16]([C:13]2[CH:14]=[CH:15][C:10]([N:4]3[CH2:3][C@H:2]([CH3:1])[CH2:6][S:5]3(=[O:8])=[O:7])=[CH:11][C:12]=2[F:32])=[O:17])[CH2:23][CH2:22]1. Reported procedure: Using (S)-4-methylisothiazolidine 1,1-dioxide (101 mg) described in Preparation Example 4 and (4-bromo-2-fluorophenyl)[4-(2,4-dimethylphenyl)piperazin-1-yl]methanone (196 mg) described in Preparation Example 116 and by the reaction and treatment in the same manner as in Example 4, the title compound (62 mg) was obtained. Reactants: Cl (hydrochloric acid), O1CCOCC1 (dioxane), C(C)(C)(C)OC(=O)NCC1=C(C=C(C=C1)C=1C=CN2C(C(=CC(=C2C1C)C1CC1)C(=O)O)=O)F (8-(4-((tert-butoxycarbonylamino)methyl)-3-fluorophenyl)-1-cyclopropyl-9-methyl-4-oxo-4H-quinolizine-3-carboxylic acid). Solvent: C(C)#N (ACN). Run at time 4 hour. Yields the product NCC1=C(C=C(C=C1)C=1C=CN2C(C(=CC(=C2C1C)C1CC1)C(=O)O)=O)F (8-[4-(aminomethyl)-3-fluoro-phenyl]-1-cyclopropyl-9-methyl-4-oxoquinolizine-3-carboxylic acid). RXN SMILES: Cl.O1CCOCC1.C(OC([NH:15][CH2:16][C:17]1[CH:22]=[CH:21][C:20]([C:23]2[CH:24]=[CH:25][N:26]3[C:31]([C:32]=2[CH3:33])=[C:30]([CH:34]2[CH2:36][CH2:35]2)[CH:29]=[C:28]([C:37]([OH:39])=[O:38])[C:27]3=[O:40])=[CH:19][C:18]=1[F:41])=O)(C)(C)C>C(#N)C>[NH2:15][CH2:16][C:17]1[CH:22]=[CH:21][C:20]([C:23]2[CH:24]=[CH:25][N:26]3[C:31]([C:32]=2[CH3:33])=[C:30]([CH:34]2[CH2:35][CH2:36]2)[CH:29]=[C:28]([C:37]([OH:39])=[O:38])[C:27]3=[O:40])=[CH:19][C:18]=1[F:41]. Reported procedure: A solution of 4M hydrochloric acid in dioxane (1 mL, 4 mmol) was added to a solution of 8-(4-((tert-butoxycarbonylamino)methyl)-3-fluorophenyl)-1-cyclopropyl-9-methyl-4-oxo-4H-quinolizine-3-carboxylic acid (24 mg, 0.051 mmol) in ACN (4 mL). The mixture was stirred for 4 h and a suspension was formed. The product compound 4 was collected by filtration (17.7 mg, 78%). The reactants are CC(C)(C)OC(=O)NCc1cccc(NC(=O)OCCCl)c1, CC(C)(C)[O-], [K+], C1CCOC1, O. Yields the product CC(C)(C)OC(=O)NCc1cccc(N2CCOC2=O)c1. Reaction SMILES: [C:1]([CH3:2])([CH3:3])([CH3:4])[O:5][C:6](=[O:7])[NH:8][CH2:9][c:10]1[cH:11][c:12]([NH:16][C:17]([O:18][CH2:19][CH2:20][Cl:21])=[O:22])[cH:13][cH:14][cH:15]1.[CH3:23][C:24]([CH3:25])([O-:26])[CH3:27].[K+:28].[O:30]1[CH2:31][CH2:32][CH2:33][CH2:34]1.[OH2:29]>>[C:1]([CH3:2])([CH3:3])([CH3:4])[O:5][C:6](=[O:7])[NH:8][CH2:9][c:10]1[cH:11][c:12]([N:16]2[C:17](=[O:22])[O:18][CH2:19][CH2:20]2)[cH:13][cH:14][cH:15]1. Reactants: C(CC)OC(=O)N1CCC2=C(C=3C(CCC3C(=C2)C2=CC=CC=C2)(C)C)CC1 (1,1-Dimethyl-4-phenyl-1,3,6,7,9,10-hexahydro-2H-8-aza-cyclohepta[e]indene-8-carboxylic acid propyl ester), [Si](C)(C)(C)I (TMSI). The solvent is C(Cl)(Cl)Cl (CHCl3). Run at temperature 60 celsius. Product: CC1(CCC=2C(=CC3=C(C12)CCNCC3)C3=CC=CC=C3)C (1,1-Dimethyl-4-phenyl-1,2,3,6,7,8,9,10-octahydro-8-aza-cyclohepta[e]indene). Yield: 17.4%. RXN SMILES: C(OC([N:7]1[CH2:28][CH2:27][C:11]2[C:12]3[C:13]([CH3:26])([CH3:25])[CH2:14][CH2:15][C:16]=3[C:17]([C:19]3[CH:24]=[CH:23][CH:22]=[CH:21][CH:20]=3)=[CH:18][C:10]=2[CH2:9][CH2:8]1)=O)CC.[Si](I)(C)(C)C>C(Cl)(Cl)Cl>[CH3:25][C:13]1([CH3:26])[C:12]2[C:11]3[CH2:27][CH2:28][NH:7][CH2:8][CH2:9][C:10]=3[CH:18]=[C:17]([C:19]3[CH:20]=[CH:21][CH:22]=[CH:23][CH:24]=3)[C:16]=2[CH2:15][CH2:14]1. Procedure: Into a glass vial containing the product from step (b) (71 mg, 0.195 mmol) dissolved in CHCl3 (2 ml), TMSI (266 μL, 1.95 mmol) was added. The reaction mixture was heated to 60° C. for 4 hours. The volatiles were evaporated in vacuo and the residue was dissolved in 2M HCl (3 ml) and water (20 ml). The aqueous mixture was washed with diethyl ether (2×). The aqueous layer was then basified with 2M NaOH to pH 10 and extracted with DCM (3×). The combined DCM extracts were washed with brine, dried ove... Yields the product FC1=CC=C(C2=CC=CC=C12)C1=NC(=NC(=C1)C(C)C)NC1=CC=CC=C1 (4-(4-fluoronaphth-1-yl)-6-isopropyl-2-phenylaminopyrimidine). RXN SMILES: [F:1][C:2]1[C:11]2[C:6](=[CH:7][CH:8]=[CH:9][CH:10]=2)[C:5]([C:12]2[CH:17]=[C:16]([CH:18]([CH3:20])[CH3:19])[N:15]=[C:14](S(C)(=O)=O)[N:13]=2)=[CH:4][CH:3]=1.[NH2:25][C:26]1[CH:31]=[CH:30][CH:29]=[CH:28][CH:27]=1>>[F:1][C:2]1[C:11]2[C:6](=[CH:7][CH:8]=[CH:9][CH:10]=2)[C:5]([C:12]2[CH:17]=[C:16]([CH:18]([CH3:20])[CH3:19])[N:15]=[C:14]([NH:25][C:26]3[CH:31]=[CH:30][CH:29]=[CH:28][CH:27]=3)[N:13]=2)=[CH:4][CH:3]=1. Starting materials: FC1=CC=C(C2=CC=CC=C12)C1=NC(=NC(=C1)C(C)C)S(=O)(=O)C (4-(4-fluoronaphth-1-yl)-6-isopropyl-2-methanesulfonylpyrimidine), NC1=CC=CC=C1 (aniline). Reported procedure: Compounds of Formula I are alternatively prepared by the treatment of 4-(4-fluoronaphth-1-yl)-6-isopropyl-2-methanesulfonylpyrimidine with aniline in the absence of solvent at a higher temperatures of 120° C. to afford 4-(4-fluoronaphth-1-yl)-6-isopropyl-2-phenylaminopyrimidine, m.p. 85.7°-86.3° C. Starting materials: CC(C)CO, CC(Nc1cc(F)cc(F)c1)C(=O)O. The product is CC(C)COC(=O)C(C)Nc1cc(F)cc(F)c1. As a reaction SMILES: [CH2:15]([CH:16]([CH3:17])[CH3:18])[OH:19].[F:1][c:2]1[cH:3][c:4]([NH:9][CH:10]([CH3:11])[C:12](=[O:13])[OH:14])[cH:5][c:6]([F:8])[cH:7]1>>[F:1][c:2]1[cH:3][c:4]([NH:9][CH:10]([CH3:11])[C:12]([O:13][CH2:15][CH:16]([CH3:17])[CH3:18])=[O:14])[cH:5][c:6]([F:8])[cH:7]1.